From a dataset of the Open Reaction Database (ORD), a public repository of structured organic reaction records. describe an organic reaction: reactants, conditions, products, and yield The reactants are C[Si](C)(C)[N-][Si](C)(C)C.[Li+] (lithium bis(trimethylsilyl)amide), CC1=NC2=C(C=CC=C2C=C1)C(C(=O)OC)C (methyl 2-(2-methylquinolin-8-yl)propanoate), O (Water), IC (Iodomethane). Solvent: C1CCOC1 (THF), CCOCC (ether), C1CCOC1 (THF). Run at time 40 minute. The product is CC(C(=O)OC)(C)C=1C=CC=C2C=CC(=NC12)C (methyl 2-methyl-2-(2-methylquinolin-8-yl)propanoate). The yield is 43.9%. RXN SMILES: [CH3:1][C:2]1[CH:11]=[CH:10][C:9]2[C:4](=[C:5]([CH:12]([CH3:17])[C:13]([O:15][CH3:16])=[O:14])[CH:6]=[CH:7][CH:8]=2)[N:3]=1.[CH3:18][Si]([N-][Si](C)(C)C)(C)C.[Li+].IC.O>C1COCC1.CCOCC>[CH3:17][C:12]([C:5]1[CH:6]=[CH:7][CH:8]=[C:9]2[C:4]=1[N:3]=[C:2]([CH3:1])[CH:11]=[CH:10]2)([CH3:18])[C:13]([O:15][CH3:16])=[O:14] |f:1.2|. Reported procedure: To a mixture of NaH (0.58 g, 14.43 mmol) in DMSO (15 mL) at 20-35° C. was slowly added a solution of methyl 2-(2-methylquinolin-8-yl)acetate (1.35 g, 6.272 mmol) and iodomethane (1.08 ml, 17.25 mmol) in THF (5 mL). The reaction mixture was stirred at ambient temperature for 20 hours. Brine (20 mL) and ether (50 mL) were added. The organic layer was separated, washed with brine, dried (sodium sulfate), filtered and concentrated under reduced pressure to give methyl 2-(2-methylquinolin-8-yl)propan... The reactants are ClC(=O)OCC (ethyl chloroformate), NC1=C(C=CC=C1)O (o-aminophenol), C(C)OCC (diethyl ether). The product is O1C(NC2=C1C=CC=C2)=O (3H-benzoxazol-2-one). Conditions: temperature 180 celsius, time 2 hour. RXN SMILES: Cl[C:2]([O:4][CH2:5][CH3:6])=[O:3].[NH2:7][C:8]1C=C[CH:11]=[CH:10][C:9]=1O.C(OCC)C>N1C=CC=CC=1>[O:4]1[C:5]2[CH:6]=[CH:11][CH:10]=[CH:9][C:8]=2[NH:7][C:2]1=[O:3]. Solvent: N1=CC=CC=C1 (pyridine). Reported procedure: 38.4 cc (0.4 mol) of ethyl chloroformate are added, at a temperature between 0° and 10° C., to a solution of 38.4 g (0.35 mol) of o-aminophenol in 150 cc of pyridine. When the addition has ended, the reaction mixture is stirred for a further 2 hours and then poured into 1.5 liters of diethyl ether. The precipitate is filtered off. The ether in the filtrate is evaporated off on a rotary evaporator. The residue is heated to 180° C. in order to distill off the pyridine. After cooling, the residue i... The reactants are ClC1=CC(=CC=2C3C(C(NC12)=O)CCC3)Cl (6,8-Dichloro-1,2,3,3a,5,9b-hexahydrocyclopenta[c]quinolin-4-one), COC=1C=CC(=CC1)P2(=S)SP(=S)(S2)C=3C=CC(=CC3)OC (Lawesson's reagent). Solvent: C1CCOC1 (THF). The product is ClC1=CC(=CC=2C3C(C(NC12)=S)CCC3)Cl (6,8-Dichloro-1,2,3,3a,5,9b-hexahydrocyclopenta[c]quinoline-4-thione). RXN SMILES: [Cl:1][C:2]1[C:11]2[NH:10][C:9](=O)[CH:8]3[CH2:13][CH2:14][CH2:15][CH:7]3[C:6]=2[CH:5]=[C:4]([Cl:16])[CH:3]=1.COC1C=CC(P2(SP(C3C=CC(OC)=CC=3)(=S)S2)=[S:26])=CC=1>C1COCC1>[Cl:1][C:2]1[C:11]2[NH:10][C:9](=[S:26])[CH:8]3[CH2:13][CH2:14][CH2:15][CH:7]3[C:6]=2[CH:5]=[C:4]([Cl:16])[CH:3]=1. Procedure details: 6,8-Dichloro-1,2,3,3a,5,9b-hexahydrocyclopenta[c]quinolin-4-one (100 mg, 0.39 mmol) is heated with Lawesson's reagent (412 mg, 1.02 mmol) for 2 hours in THF (20 ml). The batch is concentrated by evaporation and purified by column chromatography (SiO2) with ethyl acetate-hexane: 100 mg (94%) of product.